From a dataset of the Open Reaction Database (ORD), a public repository of structured organic reaction records. describe an organic reaction: reactants, conditions, products, and yield Reactants: Cl (hydrochloric acid), C(CCC)OCCOC1=CC=C(C=C1)C=1C=CC2=C(C=C(CCCN2C2=CC=CC=C2)C(=O)OC)C1 (Methyl 8-(4-(2-butoxyethoxy)phenyl)-1-phenyl-1,2,3,4-tetrahydro-1-benzoazocine-5-carboxylate), O1CCCC1 (tetrahydrofuran), O (water), [OH-].[Na+] (sodium hydroxide). Solvent: CO (methanol). Conditions: temperature 90 celsius, time 3 hour. Yields the product CC1N(C2=C(C=C(CC1)C(=O)O)C=C(C=C2)C2=CC=C(C=C2)OCCOCCCC)C2=CC=CC=C2 (methyl 8-(4-(2-butoxyethoxy)phenyl)-1-phenyl-1,2,3,4-tetrahydro-1-benzoazocine-5-carboxylic acid). As a reaction SMILES: [CH2:1]([O:5][CH2:6][CH2:7][O:8][C:9]1[CH:14]=[CH:13][C:12]([C:15]2[CH:16]=[CH:17][C:18]3[N:25]([C:26]4[CH:31]=[CH:30][CH:29]=[CH:28][CH:27]=4)[CH2:24][CH2:23][CH2:22][C:21]([C:32]([O:34]C)=[O:33])=[CH:20][C:19]=3[CH:36]=2)=[CH:11][CH:10]=1)[CH2:2][CH2:3][CH3:4].[OH-].[Na+].O.Cl.O1CCC[CH2:42]1>CO>[CH3:42][CH:24]1[CH2:23][CH2:22][C:21]([C:32]([OH:34])=[O:33])=[CH:20][C:19]2[CH:36]=[C:15]([C:12]3[CH:13]=[CH:14][C:9]([O:8][CH2:7][CH2:6][O:5][CH2:1][CH2:2][CH2:3][CH3:4])=[CH:10][CH:11]=3)[CH:16]=[CH:17][C:18]=2[N:25]1[C:26]1[CH:27]=[CH:28][CH:29]=[CH:30][CH:31]=1 |f:1.2|. Procedure details: Methyl 8-(4-(2-butoxyethoxy)phenyl)-1-phenyl-1,2,3,4-tetrahydro-1-benzoazocine-5-carboxylate (230 mg) was dissolved in tetrahydrofuran (15 ml) and methanol (15 ml), after which an aqueous 1N sodium hydroxide solution (5 ml) was added. The mixture was stirred for 3 hours at 90° C. After adding water at 0° C., the reaction mixture was neutralized with 1N hydrochloric acid, and extracted with ethyl acetate. The organic layer was washed with saturated brine, and dried with magnesium sulfate. The sol... Yields the product COC(=O)c1ccc(NCc2cccnc2)cc1. Reaction SMILES: [BH4-:31].[CH3:33][OH:34].[NH2:9][c:10]1[cH:11][cH:12][c:13]([C:14](=[O:15])[O:16][CH3:17])[cH:18][cH:19]1.[Na+:32].[c:20]1([CH3:21])[cH:22][cH:23][c:24]([S:25]([OH:26])(=[O:27])=[O:28])[cH:29][cH:30]1.[n:1]1[cH:2][c:3]([CH:7]=[O:8])[cH:4][cH:5][cH:6]1>>[n:1]1[cH:2][c:3]([CH2:7][NH:9][c:10]2[cH:11][cH:12][c:13]([C:14](=[O:15])[O:16][CH3:17])[cH:18][cH:19]2)[cH:4][cH:5][cH:6]1. The reactants are [BH4-], CO, COC(=O)c1ccc(N)cc1, [Na+], Cc1ccc(S(=O)(=O)O)cc1, O=Cc1cccnc1. Reactants: CCCCCCCCCCCCN, CCN(C(C)C)C(C)C, ClCCl, O=C(Cl)c1ccc([N+](=O)[O-])cc1. Product: CCCCCCCCCCCCNC(=O)c1ccc([N+](=O)[O-])cc1. RXN SMILES: [CH2:22]([CH2:23][CH2:24][CH2:25][CH2:26][CH2:27][CH2:28][CH2:29][CH2:30][CH2:31][CH2:32][CH3:33])[NH2:34].[CH:13]([N:14]([CH2:15][CH3:16])[CH:17]([CH3:18])[CH3:19])([CH3:20])[CH3:21].[Cl:35][CH2:36][Cl:37].[N+:1](=[O:2])([O-:3])[c:4]1[cH:5][cH:6][c:7]([C:8](=[O:9])[Cl:10])[cH:11][cH:12]1>>[N+:1](=[O:2])([O-:3])[c:4]1[cH:5][cH:6][c:7]([C:8](=[O:9])[NH:34][CH2:22][CH2:23][CH2:24][CH2:25][CH2:26][CH2:27][CH2:28][CH2:29][CH2:30][CH2:31][CH2:32][CH3:33])[cH:11][cH:12]1. The solvent is C(C)O (ethanol), C(C)(=O)O (acetic acid). Yields the product NC1=CC=C(C=C1)C=1C(=CC=CC1)C(=O)NC1=CC=C(C(=O)N(C2=C(C=CC=C2)OCC2=NC=C(C=C2)C(=O)N2CCN(CC2)C)C)C=C1 (4-(4′-aminobiphenyl-2-carboxamido)-N-methyl-N-[2-[5-(4-methylpiperazin-1-ylcarbonyl)pyrid-2-ylmethoxy]phenyl]benzamide). As a reaction SMILES: [N+:1]([C:4]1[CH:9]=[CH:8][C:7]([C:10]2[C:11]([C:16]([NH:18][C:19]3[CH:51]=[CH:50][C:22]([C:23]([N:25]([CH3:49])[C:26]4[CH:31]=[CH:30][CH:29]=[CH:28][C:27]=4[O:32][CH2:33][C:34]4[CH:39]=[CH:38][C:37]([C:40]([N:42]5[CH2:47][CH2:46][N:45]([CH3:48])[CH2:44][CH2:43]5)=[O:41])=[CH:36][N:35]=4)=[O:24])=[CH:21][CH:20]=3)=[O:17])=[CH:12][CH:13]=[CH:14][CH:15]=2)=[CH:6][CH:5]=1)([O-])=O>C(O)C.C(O)(=O)C.[Fe]>[NH2:1][C:4]1[CH:9]=[CH:8][C:7]([C:10]2[C:11]([C:16]([NH:18][C:19]3[CH:20]=[CH:21][C:22]([C:23]([N:25]([CH3:49])[C:26]4[CH:31]=[CH:30][CH:29]=[CH:28][C:27]=4[O:32][CH2:33][C:34]4[CH:39]=[CH:38][C:37]([C:40]([N:42]5[CH2:47][CH2:46][N:45]([CH3:48])[CH2:44][CH2:43]5)=[O:41])=[CH:36][N:35]=4)=[O:24])=[CH:50][CH:51]=3)=[O:17])=[CH:12][CH:13]=[CH:14][CH:15]=2)=[CH:6][CH:5]=1. The yield is 54.7%. Reagents/catalysts: [Fe] (iron). Reported procedure: A mixture of 4-(4′-nitrobiphenyl-2-carboxamido)-N-methyl-N-[2-[5-(4-methylpiperazin-1-ylcarbonyl)pyrid-2-ylmethoxy]phenyl]benzamide (300 mg) and iron powder (122 mg) in a mixture of ethanol (10 ml) and acetic acid (1 ml) was refluxed for 3 hours and the mixture was evaporated in vacuo. The residue was stirred in a mixture of chloroform (20 ml) and saturated aqueous sodium hydrogen carbonate (20 ml) at ambient temperature for 30 minutes and the mixture was filtered through a bed of Celite. The or... Starting materials: [N+](=O)([O-])C1=CC=C(C=C1)C=1C(=CC=CC1)C(=O)NC1=CC=C(C(=O)N(C2=C(C=CC=C2)OCC2=NC=C(C=C2)C(=O)N2CCN(CC2)C)C)C=C1 (4-(4′-nitrobiphenyl-2-carboxamido)-N-methyl-N-[2-[5-(4-methylpiperazin-1-ylcarbonyl)pyrid-2-ylmethoxy]phenyl]benzamide). Reaction conditions: time 30 minute. The reactants are CC(C)(C)OC(=O)NC(C)(CO)c1ccc2cc(OC3CCC(C(F)(F)F)CC3)ccc2c1, CCN(CC)P(OC(C)(C)C)OC(C)(C)C, C1CCOC1, OO, c1nnn[nH]1. The product is CC(C)(C)OC(=O)NC(C)(COP(=O)(OC(C)(C)C)OC(C)(C)C)c1ccc2cc(OC3CCC(C(F)(F)F)CC3)ccc2c1. RXN SMILES: [C:1]([CH3:2])([CH3:3])([CH3:4])[O:5][C:6]([NH:7][C:8]([CH2:9][OH:10])([c:11]1[cH:12][c:13]2[cH:14][cH:15][c:16]([O:21][CH:22]3[CH2:23][CH2:24][CH:25]([C:28]([F:29])([F:30])[F:31])[CH2:26][CH2:27]3)[cH:17][c:18]2[cH:19][cH:20]1)[CH3:32])=[O:33].[CH2:39]([N:40]([CH2:41][CH3:53])[P:42]([O:43][C:44]([CH3:45])([CH3:46])[CH3:47])[O:48][C:49]([CH3:50])([CH3:51])[CH3:52])[CH3:54].[O:57]1[CH2:58][CH2:59][CH2:60][CH2:61]1.[OH:55][OH:56].[nH:34]1[cH:35][n:36][n:37][n:38]1>>[C:1]([CH3:2])([CH3:3])([CH3:4])[O:5][C:6]([NH:7][C:8]([CH2:9][O:10][P:42]([O:43][C:44]([CH3:45])([CH3:46])[CH3:47])([O:48][C:49]([CH3:50])([CH3:51])[CH3:52])=[O:55])([c:11]1[cH:12][c:13]2[cH:14][cH:15][c:16]([O:21][CH:22]3[CH2:23][CH2:24][CH:25]([C:28]([F:29])([F:30])[F:31])[CH2:26][CH2:27]3)[cH:17][c:18]2[cH:19][cH:20]1)[CH3:32])=[O:33].